This data is from the Open Reaction Database (ORD), a public repository of structured organic reaction records. The task is: describe an organic reaction: reactants, conditions, products, and yield The reactants are C(C)#N (Acetonitrile), BrC=1C=CC(=C(C1)C(C=1SC2=C(C1)C=CC=C2)Cl)F (2-[(5-bromo-2-fluorophenyl)(chloro)methyl]-1-benzothiophene), [BH4-].[Na+] (sodium borohydride), [OH-].[Na+] (sodium hydroxide). Run in O (water). Run at temperature 40 celsius, time 17.5 hour. The product is BrC=1C=CC(=C(CC=2SC3=C(C2)C=CC=C3)C1)F (2-(5-bromo-2-fluorobenzyl)-1-benzothiophene). Isolated yield 80.9%. Reaction SMILES: C(#N)C.[Br:4][C:5]1[CH:6]=[CH:7][C:8]([F:22])=[C:9]([CH:11](Cl)[C:12]2[S:13][C:14]3[CH:20]=[CH:19][CH:18]=[CH:17][C:15]=3[CH:16]=2)[CH:10]=1.[BH4-].[Na+].[OH-].[Na+]>O>[Br:4][C:5]1[CH:6]=[CH:7][C:8]([F:22])=[C:9]([CH:10]=1)[CH2:11][C:12]1[S:13][C:14]2[CH:20]=[CH:19][CH:18]=[CH:17][C:15]=2[CH:16]=1 |f:2.3,4.5|. Reported procedure: Acetonitrile (1,260 ml) was added to 2-[(5-bromo-2-fluorophenyl)(chloro)methyl]-1-benzothiophene (265.69 g) and the mixture was heated to 40° C. The resulting solution was added to a water (1,260 ml) solution of sodium borohydride (113.0 g) and sodium hydroxide (14.9 g) at 59.0 to 67.9° C., followed by stirring at 24.1 to 67.5° C. for 17.5 hours. To the reaction mixture were added 36% hydrochloric acid (340.5 g), water (1,260 ml) and toluene (1,260 ml), and extraction was conducted. The organic ... Reactants: CC1(C2CN(CC12)CCCC1=CC=CC=C1)C=1C=C(C=CC1)NS(=O)(=O)C (N-{3-[6-Methyl-3-(3-phenylpropyl)-3-azabicyclo[3.1.0]hex-6-yl]phenyl}methanesulfonamide), C1(=CC=C(C=C1)S(=O)(=O)O)C (para-toluenesulfonic acid). Run in C(C)(=O)OCC (ethyl acetate). Run at temperature 10 celsius. Product: C1(=CC=C(C=C1)S(=O)(=O)O)C.CC1(C2CN(CC12)CCCC1=CC=CC=C1)C=1C=C(C=CC1)NS(=O)(=O)C (N-(3-{6-Methyl-3-(3-phenylpropyl)-3-azabicyclo[3.1.0]hex-6-yl}phenyl)methanesulfonamide para-toluenesulfonate salt). Isolated yield 98.0%. As a reaction SMILES: [CH3:1][C:2]1([C:17]2[CH:18]=[C:19]([NH:23][S:24]([CH3:27])(=[O:26])=[O:25])[CH:20]=[CH:21][CH:22]=2)[CH:7]2[CH:3]1[CH2:4][N:5]([CH2:8][CH2:9][CH2:10][C:11]1[CH:16]=[CH:15][CH:14]=[CH:13][CH:12]=1)[CH2:6]2.[C:28]1([CH3:38])[CH:33]=[CH:32][C:31]([S:34]([OH:37])(=[O:36])=[O:35])=[CH:30][CH:29]=1>C(OCC)(=O)C>[C:28]1([CH3:38])[CH:29]=[CH:30][C:31]([S:34]([OH:37])(=[O:35])=[O:36])=[CH:32][CH:33]=1.[CH3:1][C:2]1([C:17]2[CH:18]=[C:19]([NH:23][S:24]([CH3:27])(=[O:26])=[O:25])[CH:20]=[CH:21][CH:22]=2)[CH:7]2[CH:3]1[CH2:4][N:5]([CH2:8][CH2:9][CH2:10][C:11]1[CH:16]=[CH:15][CH:14]=[CH:13][CH:12]=1)[CH2:6]2 |f:3.4|. Procedure: A solution of N-(3-{6-methyl-3-(3-phenylpropyl)-3-azabicyclo[3.1.0]hex-6-yl}phenyl)methanesulfonamide (Example 1, 25.00 g, 65 mmol) in ethyl acetate (250 ml) was heated under reflux. To the solution was added para-toluenesulfonic acid (12.36 g, 72 mmol) and the reaction mixture was heated under reflux for 60 min before cooling to 10° C. over a 2 h period. The resulting precipitate was collected by filtration to afford the title compound as a white solid (35.46 g, 95%).